Dataset: the Open Reaction Database (ORD), a public repository of structured organic reaction records. Task: describe an organic reaction: reactants, conditions, products, and yield Starting materials: O=C([O-])O, Cc1cc(N)nc(CCc2nc3cc(Br)cnc3[nH]2)c1, [Na+], C1COCCO1, c1ccc(B2OCCCO2)cc1. Yields the product Cc1cc(N)nc(CCc2nc3cc(-c4ccccc4)cnc3[nH]2)c1. RXN SMILES: [C:21](=[O:22])([OH:23])[O-:24].[NH2:1][c:2]1[n:3][c:4]([CH2:9][CH2:10][c:11]2[n:12][c:13]3[c:14]([n:15][cH:16][c:17]([Br:19])[cH:18]3)[nH:20]2)[cH:5][c:6]([CH3:8])[cH:7]1.[Na+:25].[O:38]1[CH2:39][CH2:40][O:41][CH2:42][CH2:43]1.[c:26]1([B:32]2[O:33][CH2:34][CH2:35][CH2:36][O:37]2)[cH:27][cH:28][cH:29][cH:30][cH:31]1>>[NH2:1][c:2]1[n:3][c:4]([CH2:9][CH2:10][c:11]2[n:12][c:13]3[c:14]([n:15][cH:16][c:17](-[c:26]4[cH:27][cH:28][cH:29][cH:30][cH:31]4)[cH:18]3)[nH:20]2)[cH:5][c:6]([CH3:8])[cH:7]1. The reactants are CC(=O)O, FC(F)(F)c1ccc(Cl)c(COCC2CCc3c(ncn3C(c3ccccc3)(c3ccccc3)c3ccccc3)C2)c1, FC(F)(F)c1ccc(Cl)c(COCC2CCc3ncn(C(c4ccccc4)(c4ccccc4)c4ccccc4)c3C2)c1, O. RXN SMILES: [CH3:85][C:86](=[O:87])[OH:88].[Cl:1][c:2]1[c:3]([CH2:4][O:5][CH2:6][CH:7]2[CH2:8][c:9]3[c:10]([n:11]([C:14]([c:15]4[cH:16][cH:17][cH:18][cH:19][cH:20]4)([c:21]4[cH:22][cH:23][cH:24][cH:25][cH:26]4)[c:27]4[cH:28][cH:29][cH:30][cH:31][cH:32]4)[cH:12][n:13]3)[CH2:33][CH2:34]2)[cH:35][c:36]([C:39]([F:40])([F:41])[F:42])[cH:37][cH:38]1.[Cl:43][c:44]1[cH:45][cH:46][c:47]([C:48]([F:49])([F:50])[F:51])[cH:52][c:53]1[CH2:54][O:55][CH2:56][CH:57]1[CH2:58][CH2:59][c:60]2[n:61][cH:62][n:63]([C:64]([c:65]3[cH:66][cH:67][cH:68][cH:69][cH:70]3)([c:71]3[cH:72][cH:73][cH:74][cH:75][cH:76]3)[c:77]3[cH:78][cH:79][cH:80][cH:81][cH:82]3)[c:83]2[CH2:84]1.[OH2:89]>>[Cl:1][c:2]1[c:3]([CH2:4][O:5][CH2:6][CH:7]2[CH2:8][c:9]3[c:10]([nH:11][cH:12][n:13]3)[CH2:33][CH2:34]2)[cH:35][c:36]([C:39]([F:40])([F:41])[F:42])[cH:37][cH:38]1. Yields the product FC(F)(F)c1ccc(Cl)c(COCC2CCc3[nH]cnc3C2)c1. Starting materials: O1CCCC1 (tetrahydrofuran), CC=1C=CC(=CC1)C(C)C (p-cymene), mixture, FC(C(CC(=O)OC(C)C)=O)(F)F (isopropyl 4,4,4-trifluoro-3-oxobutanoate). Solvent: C(C)N(CC)CC.C(=O)O (formic acid-triethylamine). Conditions: temperature 35 celsius, time 15 hour. Yields the product FC(C(CC(=O)OC(C)C)O)(F)F (isopropyl 4,4,4-trifluoro-3-hydroxybutanoate). As a reaction SMILES: O1CCCC1.CC1C=CC(C(C)C)=CC=1.[F:16][C:17]([F:28])([F:27])[C:18](=[O:26])[CH2:19][C:20]([O:22][CH:23]([CH3:25])[CH3:24])=[O:21]>C(N(CC)CC)C.C(O)=O>[F:16][C:17]([F:27])([F:28])[CH:18]([OH:26])[CH2:19][C:20]([O:22][CH:23]([CH3:25])[CH3:24])=[O:21] |f:3.4|. Procedure: Into 6 mL of tetrahydrofuran were dissolved 6.4 mg of RuCl[(1R,2R)-p-TsNHCH(C6H5)CH(C6H5)NH2] (p-cymene), 5 mL of a mixture of formic acid-triethylamine (5:2 in molar ratio), 1.0 g of isopropyl 4,4,4-trifluoro-3-oxobutanoate, and the whole was stirred at 35° C. for 15 hours, followed by concentration under reduced pressure using an evaporator. To the resulting concentrate were added 10 mL of water and 10 mL of ethyl acetate, and then a saturated sodium carbonate aqueous solution was added theret... Reactants: Stannous chloride, ClC1=CNC2=CC=CC(=C12)[N+](=O)[O-] (3-chloro-4-nitroindole), [OH-].[Na+] (sodium hydroxide). Run in C(C)O (ethanol). Conditions: temperature 45 celsius, time 1.5 hour. The product is NC1=C2C(=CNC2=CC=C1)Cl (4-amino-3-chloroindole). The yield is 55.0%. Reaction SMILES: [Cl:1][C:2]1[C:10]2[C:5](=[CH:6][CH:7]=[CH:8][C:9]=2[N+:11]([O-])=O)[NH:4][CH:3]=1.[OH-].[Na+]>C(O)C>[NH2:11][C:9]1[CH:8]=[CH:7][CH:6]=[C:5]2[C:10]=1[C:2]([Cl:1])=[CH:3][NH:4]2 |f:1.2|. Reported procedure: Stannous chloride (4.59 g, 20.36 mmol) is added to a solution of 3-chloro-4-nitroindole in 50 mL of ethanol. The reaction is heated to 45° C. and stirred for 1.5 hours. The reaction is cooled to room temperature and treated with 1 M aqueous sodium hydroxide solution. This mixture is extracted with ethyl acetate. The combined organic extracts are dried over magnesium sulfate, filtered and the solvents removed by rotary evaporation. The crude residue is purified via silica gel column chromatograph...